This data is from the Open Reaction Database (ORD), a public repository of structured organic reaction records. The task is: describe an organic reaction: reactants, conditions, products, and yield The reactants are C=CCc1ccc2nc(COc3ccc(F)c(C(N)=O)c3F)sc2n1, CO. Yields the product CCCc1ccc2nc(COc3ccc(F)c(C(N)=O)c3F)sc2n1. Reaction SMILES: [CH2:1]([CH:2]=[CH2:3])[c:4]1[cH:5][cH:6][c:7]2[c:8]([n:9]1)[s:10][c:11]([CH2:13][O:14][c:15]1[c:16]([F:25])[c:17]([C:18](=[O:19])[NH2:20])[c:21]([F:24])[cH:22][cH:23]1)[n:12]2.[CH3:26][OH:27]>>[CH2:1]([CH2:2][CH3:3])[c:4]1[cH:5][cH:6][c:7]2[c:8]([n:9]1)[s:10][c:11]([CH2:13][O:14][c:15]1[c:16]([F:25])[c:17]([C:18](=[O:19])[NH2:20])[c:21]([F:24])[cH:22][cH:23]1)[n:12]2. Starting materials: CCCCC(O)CCCC, CC#N, Cc1ccc(I)c(S(=O)(=O)O)c1. The product is CCCCC(=O)CCCC. Reaction SMILES: [CH3:13][CH2:14][CH2:15][CH2:16][CH:17]([CH2:18][CH2:19][CH2:20][CH3:21])[OH:22].[CH3:23][C:24]#[N:25].[I:1][c:2]1[cH:3][cH:4][c:5]([CH3:6])[cH:7][c:8]1[S:9]([OH:10])(=[O:11])=[O:12]>>[CH3:13][CH2:14][CH2:15][CH2:16][C:17]([CH2:18][CH2:19][CH2:20][CH3:21])=[O:22]. Starting materials: C(C)(C)(C)OC(=O)N1CCN(CC1)C1=NC=CC(=N1)C1=CC=2C(CCC(C2C=C1)(C)C)(C)C (4-[4-(5,5,8,8-tetramethyl-5,6,7,8-tetrahydronaphthalen-2-yl)pyrimidin-2-yl]piperazine-1-carboxylic acid tert-butyl ester), Cl (hydrochloride). Product: N1(CCNCC1)C1=NC=CC(=N1)C1=CC=2C(CCC(C2C=C1)(C)C)(C)C (2-piperazin-1-yl-4-(5,5,8,8-tetramethyl-5,6,7,8-tetrahydronaphthalen-2-yl)pyrimidine). RXN SMILES: C(OC([N:8]1[CH2:13][CH2:12][N:11]([C:14]2[N:19]=[C:18]([C:20]3[CH:29]=[CH:28][C:27]4[C:26]([CH3:31])([CH3:30])[CH2:25][CH2:24][C:23]([CH3:33])([CH3:32])[C:22]=4[CH:21]=3)[CH:17]=[CH:16][N:15]=2)[CH2:10][CH2:9]1)=O)(C)(C)C.Cl>>[N:11]1([C:14]2[N:19]=[C:18]([C:20]3[CH:29]=[CH:28][C:27]4[C:26]([CH3:31])([CH3:30])[CH2:25][CH2:24][C:23]([CH3:33])([CH3:32])[C:22]=4[CH:21]=3)[CH:17]=[CH:16][N:15]=2)[CH2:12][CH2:13][NH:8][CH2:9][CH2:10]1. Procedure: The above compound is prepared analogously to FS201 starting from 4-[4-(5,5,8,8-tetramethyl-5,6,7,8-tetrahydronaphthalen-2-yl)pyrimidin-2-yl]piperazine-1-carboxylic acid tert-butyl ester. Product is the hydrochloride. The reactants are C(C=C)C1OC(C(C(C1O)O)O)CO (2-allyl-6-hydroxymethyl-tetrahydropyran-3,4,5-triol), compound, C(C)(=O)O[C@@H]1C(O[C@@H]([C@H]([C@@H]1OC(C)=O)OC(C)=O)COC(C)=O)Br (2,3,4,6-tetra-O-acetyl-D-mannopyranosyl bromide), halides, Grignard reagents. Yields the product C1(=CC=CC=C1)C1C(C(C(C(O1)CO)O)O)O (6-Phenyl-2-hydroxymethyl-tetrahydro-pyran-3,4,5-triol), C(C)(=O)OC1C(C(OC(C1OC(C)=O)C1=CC=CC=C1)COC(C1=CC=CC=C1)(C1=CC=CC=C1)C1=CC=CC=C1)OC(C)=O (acetic acid 4,5-diacetoxy-6-phenyl-2-trityloxymethyl-tetrahydro-pyran-3-yl ester). The yield is 64.0%. Reaction SMILES: [C:1]([O:4][C@H:5]1[C@@H:10]([O:11][C:12](=[O:14])[CH3:13])[C@H:9]([O:15][C:16](=[O:18])[CH3:17])[C@@H:8]([CH2:19][O:20][C:21](=O)[CH3:22])[O:7][CH:6]1Br)(=[O:3])[CH3:2].C([CH:28]1[CH:33](O)[CH:32](O)[CH:31](O)[CH:30]([CH2:37]O)O1)C=C>>[C:30]1([CH:6]2[O:7][CH:8]([CH2:19][OH:20])[CH:9]([OH:15])[CH:10]([OH:11])[CH:5]2[OH:4])[CH:31]=[CH:32][CH:33]=[CH:28][CH:37]=1.[C:12]([O:11][CH:10]1[CH:5]([O:4][C:1](=[O:3])[CH3:2])[CH:6]([C:31]2[CH:30]=[CH:37][CH:28]=[CH:33][CH:32]=2)[O:7][CH:8]([CH2:19][O:20][C:21]([C:22]2[CH:5]=[CH:10][CH:9]=[CH:8][CH:19]=2)([C:30]2[CH:31]=[CH:32][CH:33]=[CH:28][CH:37]=2)[C:31]2[CH:30]=[CH:37][CH:28]=[CH:33][CH:32]=2)[CH:9]1[O:15][C:16](=[O:18])[CH3:17])(=[O:14])[CH3:13]. Procedure: 6-Phenyl-2-hydroxymethyl-tetrahydro-pyran-3,4,5-triol was prepared from 2,3,4,6-tetra-O-acetyl-D-mannopyranosyl bromide according to the method of Hurd and Holysz (Hurd, C. D. and Holysz, R. P., (1950). Reactions of polyacylglycosyl halides with Grignard reagents. J. Am. Chem Soc., 1950, vol 72, 1732-1738) incorporated herein by reference. This compound (2.4 g, 10 mmol) was tritylated, acetylated in the same manner as described for to 2-allyl-6-hydroxymethyl-tetrahydropyran-3,4,5-triol in Exampl... Starting materials: C=CCOC1CC(NCC(O)C(Cc2ccccc2)NC(=O)OCc2ccccc2)c2cc(OC)ccc21, COCCOC, O. The product is C=CCOC1CC(NCC(O)C(N)Cc2ccccc2)c2cc(OC)ccc21. As a reaction SMILES: [CH2:1]([CH:2]=[CH2:3])[O:4][CH:5]1[CH2:6][CH:7]([NH:16][CH2:17][CH:18]([CH:19]([CH2:20][c:21]2[cH:22][cH:23][cH:24][cH:25][cH:26]2)[NH:27][C:28](=[O:29])[O:30][CH2:31][c:32]2[cH:33][cH:34][cH:35][cH:36][cH:37]2)[OH:38])[c:8]2[cH:9][c:10]([O:14][CH3:15])[cH:11][cH:12][c:13]21.[CH3:39][O:40][CH2:41][CH2:42][O:43][CH3:44].[OH2:45]>>[CH2:1]([CH:2]=[CH2:3])[O:4][CH:5]1[CH2:6][CH:7]([NH:16][CH2:17][CH:18]([CH:19]([CH2:20][c:21]2[cH:22][cH:23][cH:24][cH:25][cH:26]2)[NH2:27])[OH:38])[c:8]2[cH:9][c:10]([O:14][CH3:15])[cH:11][cH:12][c:13]21. The reactants are CC1=C(C(=CC=C1)C)OC (2,6-dimethyl anisole), [Cl-] (chloride), S1C(=CC=C1)C(=O)O (2-thiophene carboxylic acid), [Cl-].[Al+3].[Cl-].[Cl-] (aluminium chloride), ice, Cl (hydrochloric acid). Run in C(Cl)Cl (methylene chloride). Reaction conditions: temperature 10 celsius. The product is S1C(=CC=C1)C(=O)C1=CC(=C(C(=C1)C)OC)C ((2-Thienyl) (3,5-dimethyl-4-methoxyphenyl)ketone). Reaction SMILES: [CH3:1][C:2]1[CH:7]=[CH:6][CH:5]=[C:4]([CH3:8])[C:3]=1[O:9][CH3:10].[Cl-].[S:12]1[CH:16]=[CH:15][CH:14]=[C:13]1[C:17](O)=[O:18].[Cl-].[Al+3].[Cl-].[Cl-].Cl>C(Cl)Cl>[S:12]1[CH:16]=[CH:15][CH:14]=[C:13]1[C:17]([C:6]1[CH:5]=[C:4]([CH3:8])[C:3]([O:9][CH3:10])=[C:2]([CH3:1])[CH:7]=1)=[O:18] |f:3.4.5.6|. Reported procedure: Into a solution of 60 g of 2,6-dimethyl anisole and 62.7 g of the chloride of 2-thiophene carboxylic acid in 250 ml of anhydrous methylene chloride there was introduced over 30 minutes 58.5 g of aluminium chloride while maintaining the temperature at about 10° C. The reaction medium was brought to the reflux temperature of the solvent for 21/2 hours, then poured onto one kg of crushed ice mixed with 150 ml of concentrated hydrochloric acid. The organic phase was decanted, the aqueous phase extra... Reactants: C(C)OC(=O)C1=NNC2=CC=CC=C2C1=O (4-oxo-1,4-dihydrocinnoline-3-carboxylic acid ethyl ester), [H][H] (hydrogen). The reagents and catalysts are [Pt]=O (platinum oxide). Run in FC(C(=O)O)(F)F (trifluoroacetic acid). Yields the product C(C)OC(=O)C1=NNC=2CCCCC2C1=O (4-Oxo-1,4,5,6,7,8-hexahydrocinnoline-3-carboxylic acid ethyl ester). Yield: 61.1%. RXN SMILES: [CH2:1]([O:3][C:4]([C:6]1[C:15](=[O:16])[C:14]2[C:9](=[CH:10][CH:11]=[CH:12][CH:13]=2)[NH:8][N:7]=1)=[O:5])[CH3:2].[H][H]>FC(F)(F)C(O)=O.[Pt]=O>[CH2:1]([O:3][C:4]([C:6]1[C:15](=[O:16])[C:14]2[CH2:13][CH2:12][CH2:11][CH2:10][C:9]=2[NH:8][N:7]=1)=[O:5])[CH3:2]. Procedure details: To 4-oxo-1,4-dihydrocinnoline-3-carboxylic acid ethyl ester (4.5 g) dissolved in trifluoroacetic acid (20 ml) was added platinum oxide (0.2 g). The reaction mixture was hydrogenated at 50 psi until no further uptake of hydrogen was observed. The catalyst was collected by filtration, the filtrate was poured onto ice, the pH was raised to pH6 with base, the resulting precipitate was collected by filtration, washed with water and dried to give a solid (2.8 g, 61%). δH (250 MHz; DMSO-d6) 1.26 (3H, t...